From a dataset of the Open Reaction Database (ORD), a public repository of structured organic reaction records. describe an organic reaction: reactants, conditions, products, and yield Reactants: CC(C)C[AlH]CC(C)C (DIBAL-H), FC1=CC=C(C=C1)N1N=CC2=CC(=C(C=C12)C)C(=O)OC (methyl 1-(4-fluorophenyl)-6-methyl-1H-indazole-5-carboxylate), CC(C)C[AlH]CC(C)C (DIBAL-H). Run in C1CCOC1 (THF). Run at time 2 hour. The product is FC1=CC=C(C=C1)N1N=CC2=CC(=C(C=C12)C)CO ((1-(4-fluorophenyl)-6-methyl-1H-indazol-5-yl)methanol). Isolated yield 83.2%. Reaction SMILES: [F:1][C:2]1[CH:7]=[CH:6][C:5]([N:8]2[C:16]3[C:11](=[CH:12][C:13]([C:18](OC)=[O:19])=[C:14]([CH3:17])[CH:15]=3)[CH:10]=[N:9]2)=[CH:4][CH:3]=1.CC(C[AlH]CC(C)C)C>C1COCC1>[F:1][C:2]1[CH:3]=[CH:4][C:5]([N:8]2[C:16]3[C:11](=[CH:12][C:13]([CH2:18][OH:19])=[C:14]([CH3:17])[CH:15]=3)[CH:10]=[N:9]2)=[CH:6][CH:7]=1. Procedure details: A solution of methyl 1-(4-fluorophenyl)-6-methyl-1H-indazole-5-carboxylate (1.52 g, 5.35 mmol) and THF (36 mL) was cooled to about 0° C. and to it was added DIBAL-H (1 M solution in toluene, 11.2 mL, 11.2 mmol) and stirred for about 2 h. To the reaction mixture was added DIBAL-H (1 M solution in toluene, 6.0 mL, 6.0 mmol) and stirring was continued for 2 h. The reaction was quenched with EtOAc (˜20 mL) and allowed to warm to ambient temperature. To the reaction mixture was added 10% aqueous Roch... Reactants: NCCCCN1C=NC=2C(=NC=3C=CC=CC3C21)N (1-(4-aminobutyl)-1H-imidazo[4,5-c]quinolin-4-amine), C(CCCC)SC1=NC=CC=C1C(=O)Cl (2-(n-pentylthio)pyridine-3-carbonyl chloride). Yields the product NC1=NC=2C=CC=CC2C2=C1N=CN2CCCCNC(C2=C(N=CC=C2)SCCCCC)=O (N3-[4-(4-amino-1H-imidazo[4,5-c]quinolin-1-yl)butyl]-2-(pentylsulfanyl)nicotinamide). RXN SMILES: [NH2:1][CH2:2][CH2:3][CH2:4][CH2:5][N:6]1[C:18]2[C:17]3[CH:16]=[CH:15][CH:14]=[CH:13][C:12]=3[N:11]=[C:10]([NH2:19])[C:9]=2[N:8]=[CH:7]1.[CH2:20]([S:25][C:26]1[C:31]([C:32](Cl)=[O:33])=[CH:30][CH:29]=[CH:28][N:27]=1)[CH2:21][CH2:22][CH2:23][CH3:24]>>[NH2:19][C:10]1[C:9]2[N:8]=[CH:7][N:6]([CH2:5][CH2:4][CH2:3][CH2:2][NH:1][C:32](=[O:33])[C:31]3[CH:30]=[CH:29][CH:28]=[N:27][C:26]=3[S:25][CH2:20][CH2:21][CH2:22][CH2:23][CH3:24])[C:18]=2[C:17]2[CH:16]=[CH:15][CH:14]=[CH:13][C:12]=2[N:11]=1. Reported procedure: According to the general method of Example 14, 1-(4-aminobutyl)-1H-imidazo[4,5-c]quinolin-4-amine and 2-(n-pentylthio)pyridine-3-carbonyl chloride were combined to provide N3-[4-(4-amino-1H-imidazo[4,5-c]quinolin-1-yl)butyl]-2-(pentylsulfanyl)nicotinamide as a tan powder, m.p. 158.0-161.0°C. 1H NMR (300 MHz, DMSO-d6) δ 8.47-8.41 (m, 2H), 8.21 (s, 1H), 8.06 (d, J=8.2 Hz, 1H), 7.63 (dd, J=8.3, 1.1 Hz, 1H), 7.54 (dd, J=7.6, 1.8 Hz, 1H), 7.47-7.41 (m, 1H), 7.26-7.21 (m, 1H), 7.08 (dd, J=7.5, 4.8 Hz,... Starting materials: CN(C)C=O, [H-], CCC(C)I, [Na+], O=c1ccc2cnc(Nc3ccccc3)nc2[nH]1. The product is CCC(C)n1c(=O)ccc2cnc(Nc3ccccc3)nc21. As a reaction SMILES: [CH3:26][N:27]([CH3:28])[CH:29]=[O:30].[H-:2].[I:21][CH:22]([CH3:23])[CH2:24][CH3:25].[Na+:1].[c:3]1([NH:9][c:10]2[n:11][cH:12][c:13]3[c:14]([n:15]2)[nH:16][c:17](=[O:20])[cH:18][cH:19]3)[cH:4][cH:5][cH:6][cH:7][cH:8]1>>[c:3]1([NH:9][c:10]2[n:11][cH:12][c:13]3[c:14]([n:15]2)[n:16]([CH:22]([CH3:23])[CH2:24][CH3:25])[c:17](=[O:20])[cH:18][cH:19]3)[cH:4][cH:5][cH:6][cH:7][cH:8]1. The reactants are FC(OC1=CC=C(C=C1)C=1[Se]C=CC1)(F)F (2-(4-trifluoromethoxyphenyl)selenophene), CI (methyl iodide), [Cl-].[NH4+] (ammonium chloride), [Li]CCCC (n-BuLi), N (ammonia). The solvent is C(C)OCC (diethyl ether). Run at temperature -70 celsius, time 24 hour. Product: CC=1[Se]C(=CC1)C1=CC=C(C=C1)OC(F)(F)F (2-Methyl-5-(4-trifluoromethoxyphenyl)selenophene), solid. RXN SMILES: [F:1][C:2]([F:16])([F:15])[O:3][C:4]1[CH:9]=[CH:8][C:7]([C:10]2[Se:11][CH:12]=[CH:13][CH:14]=2)=[CH:6][CH:5]=1.[Li][CH2:18]CCC.CI.[Cl-].[NH4+].N>C(OCC)C>[CH3:18][C:12]1[Se:11][C:10]([C:7]2[CH:6]=[CH:5][C:4]([O:3][C:2]([F:1])([F:15])[F:16])=[CH:9][CH:8]=2)=[CH:14][CH:13]=1 |f:3.4|. Procedure details: 8.6 g (29.5 mmol) of 2-(4-trifluoromethoxyphenyl)selenophene are initially introduced in 50 ml of diethyl ether, and 25.0 ml (39.8 mmol, 15% soln. in hexane) of n-BuLi are metered in rapidly. The mixture is heated under reflux for 25 min and subsequently cooled to −70° C. 7.4 ml (0.12 mol) of methyl iodide are added in one portion, and the mixture is warmed to RT and stirred for 24 h. Sat. ammonium chloride soln. and conc. ammonia soln. are added, and the batch is stirred vigorously for a few mi... Reactants: ClC1=C(C(=CC(=C1)Cl)Cl)N1N=C(C(C1=O)Br)NC(C1=CC(=CC=C1)[N+](=O)[O-])=O (1-(2,4,6-trichlorophenyl)-3-(3-nitrobenzamido)-4-bromo-5-oxo-2pyrazoline), N1N=CC=C1 (pyrazole). The solvent is C(C)#N (acetonitrile). The product is ClC1=C(C(=CC(=C1)Cl)Cl)N1N=C(C(C1=O)C1=NNC=C1)NC(C1=CC(=CC=C1)[N+](=O)[O-])=O (1-(2,4,6-trichlorophenyl)-3-(3-nitrobenzamido)-4-pyrazolyl-5-oxo-2-pyrazoline). The yield is 66.5%. As a reaction SMILES: [Cl:1][C:2]1[CH:7]=[C:6]([Cl:8])[CH:5]=[C:4]([Cl:9])[C:3]=1[N:10]1[C:14](=[O:15])[CH:13](Br)[C:12]([NH:17][C:18](=[O:28])[C:19]2[CH:24]=[CH:23][CH:22]=[C:21]([N+:25]([O-:27])=[O:26])[CH:20]=2)=[N:11]1.[NH:29]1[CH:33]=[CH:32][CH:31]=[N:30]1>C(#N)C>[Cl:1][C:2]1[CH:7]=[C:6]([Cl:8])[CH:5]=[C:4]([Cl:9])[C:3]=1[N:10]1[C:14](=[O:15])[CH:13]([C:33]2[CH:32]=[CH:31][NH:30][N:29]=2)[C:12]([NH:17][C:18](=[O:28])[C:19]2[CH:24]=[CH:23][CH:22]=[C:21]([N+:25]([O-:27])=[O:26])[CH:20]=2)=[N:11]1. Procedure details: Next, 304 g (0.6 mol) of the 1-(2,4,6-trichlorophenyl)-3-(3-nitrobenzamido)-4-bromo-5-oxo-2pyrazoline and 163 g (2.4 mol) of pyrazole were mixed well and then heated to react for about 5 to 6 hours at 80° to 90° C in a stream of nitrogen gas. The mixture was then cooled to room temperature, 700 ml of acetonitrile was added, and the deposited crystals were thereafter filtered to obtain 197 g (66 %) of 1-(2,4,6-trichlorophenyl)-3-(3-nitrobenzamido)-4-pyrazolyl-5-oxo-2-pyrazoline. The reactants are CC1C=CCC(C1[N+](=O)[O-])C (3,5-dimethyl-4-nitro-cyclohexene), [H][H] (hydrogen). The reagents and catalysts are [Pd] (palladium). Yields the product CC1C(C(CCC1)C)N (2,6-dimethylcyclohexyl amine). As a reaction SMILES: [CH3:1][CH:2]1[CH:7]([N+:8]([O-])=O)[CH:6]([CH3:11])[CH2:5][CH:4]=[CH:3]1.[H][H]>[Pd]>[CH3:11][CH:6]1[CH2:5][CH2:4][CH2:3][CH:2]([CH3:1])[CH:7]1[NH2:8]. Procedure details: contacting said 3,5-dimethyl-4-nitro-cyclohexene with hydrogen at a temperature of about 0° C. to about 200° C. and a pressure of about 0 psig to about 1500 psig in the presence of a palladium catalyst to form 2,6-dimethylcyclohexyl amine; and Reactants: OC1=C2CCC(C2=CC=C1)=O (4-hydroxy-indan-1-one), N1C=NC=C1 (imidazole), [Si](C)(C)(C(C)(C)C)Cl (tert-butyldimethylsilyl chloride). Solvent: CCOC(=O)C (EtOAc), C(Cl)Cl (CH2Cl2). Run at time 5 minute. Yields the product C(C)(C)(C)[Si](OC1=C2CCC(C2=CC=C1)=O)(C)C (4-(tert-butyl-dimethyl-silanyloxy)-indan-1-one). The yield is 114.8%. RXN SMILES: [OH:1][C:2]1[CH:10]=[CH:9][CH:8]=[C:7]2[C:3]=1[CH2:4][CH2:5][C:6]2=[O:11].N1C=CN=C1.[Si:17](Cl)([C:20]([CH3:23])([CH3:22])[CH3:21])([CH3:19])[CH3:18]>C(Cl)Cl.CCOC(C)=O>[C:20]([Si:17]([CH3:19])([CH3:18])[O:1][C:2]1[CH:10]=[CH:9][CH:8]=[C:7]2[C:3]=1[CH2:4][CH2:5][C:6]2=[O:11])([CH3:23])([CH3:22])[CH3:21]. Procedure details: To a solution of 4-hydroxy-indan-1-one (1.0 g, 6.75 mmol) in CH2Cl2 (20 mL) was added imidazole (690 mg, 10.12 mmol). The mixture was stirred for 5 minutes, to which was added portionwise tert-butyldimethylsilyl chloride (1.05 g, 5.31 mmol). The mixture was stirred for 3 hours at room temperature and was diluted with EtOAc. The organic layer was washed with 1N HCl, water and brine, dried over anhydrous magnesium sulfate, filtered, and concentrated under reduced pressure. The crude residue was pu... Starting materials: C(C)OP(=O)(CCCCCCN1C(C=2C(C1=O)=CC=CC2)=O)N[C@@H]2C(N(CCC2)CC(=O)OCC)=O ((S)-3-[[ethoxy(6-phthalimidohexyl)phosphinyl]amino]-2-oxo-1-piperidineacetic acid, ethyl ester), O.NN (hydrazine hydrate). The solvent is C1(=CC=CC=C1)C (toluene), O1CCOCC1 (dioxane). Product: NCCCCCCP(=O)(OCC)N[C@@H]1C(N(CCC1)CC(=O)OCC)=O ((S)-3-[[(6-aminohexyl)ethoxyphosphinyl]amino]-2-oxo-1-piperidineacetic acid, ethyl ester). As a reaction SMILES: [CH2:1]([O:3][P:4]([NH:23][C@H:24]1[CH2:29][CH2:28][CH2:27][N:26]([CH2:30][C:31]([O:33][CH2:34][CH3:35])=[O:32])[C:25]1=[O:36])([CH2:6][CH2:7][CH2:8][CH2:9][CH2:10][CH2:11][N:12]1C(=O)C2=CC=CC=C2C1=O)=[O:5])[CH3:2].O.NN>O1CCOCC1.C1(C)C=CC=CC=1>[NH2:12][CH2:11][CH2:10][CH2:9][CH2:8][CH2:7][CH2:6][P:4]([NH:23][C@H:24]1[CH2:29][CH2:28][CH2:27][N:26]([CH2:30][C:31]([O:33][CH2:34][CH3:35])=[O:32])[C:25]1=[O:36])([O:3][CH2:1][CH3:2])=[O:5] |f:1.2|. Procedure details: A solution of (S)-3-[[ethoxy(6-phthalimidohexyl)phosphinyl]amino]-2-oxo-1-piperidineacetic acid, ethyl ester in dioxane is treated with hydrazine hydrate and stirred at room temperature under argon. After the reaction is completed, the mixture is diluted with toluene and the solvents decanted. The residue is triturated with methylene chloride and filtered. The combined filtrate is evaporated to dryness to give (S)-3-[[(6-aminohexyl)ethoxyphosphinyl]amino]-2-oxo-1-piperidineacetic acid, ethyl est... Reactants: C1CNCCN1, CS(C)=O, Nc1nc(Cl)cc2nc(-c3ccco3)nn12. Product: Nc1nc(N2CCNCC2)cc2nc(-c3ccco3)nn12. As a reaction SMILES: [CH2:17]1[CH2:18][NH:19][CH2:20][CH2:21][NH:22]1.[CH3:23][S:24]([CH3:25])=[O:26].[NH2:1][c:2]1[n:3][c:4]([Cl:16])[cH:5][c:6]2[n:7]1[n:8][c:9](-[c:11]1[o:12][cH:13][cH:14][cH:15]1)[n:10]2>>[NH2:1][c:2]1[n:3][c:4]([N:19]2[CH2:18][CH2:17][NH:22][CH2:21][CH2:20]2)[cH:5][c:6]2[n:7]1[n:8][c:9](-[c:11]1[o:12][cH:13][cH:14][cH:15]1)[n:10]2.